From a dataset of the Open Reaction Database (ORD), a public repository of structured organic reaction records. describe an organic reaction: reactants, conditions, products, and yield The reactants are [Cl-].ClCC[NH3+] (2-Chloroethylammonium chloride), CC1=C(C=CC(=C1)[N+](=O)[O-])N=C=S (2-methyl-4-nitrophenyl isothiocyanate). The product is CC1=C(C=CC(=C1)[N+](=O)[O-])N=C1SCCN1 (2-(2-methyl-4-nitrophenylimino)-1,3-thiazolidine). As a reaction SMILES: [Cl-].Cl[CH2:3][CH2:4][NH3+:5].[CH3:6][C:7]1[CH:12]=[C:11]([N+:13]([O-:15])=[O:14])[CH:10]=[CH:9][C:8]=1[N:16]=[C:17]=[S:18]>>[CH3:6][C:7]1[CH:12]=[C:11]([N+:13]([O-:15])=[O:14])[CH:10]=[CH:9][C:8]=1[N:16]=[C:17]1[NH:5][CH2:4][CH2:3][S:18]1 |f:0.1|. Procedure details: 2-Chloroethylammonium chloride (Entry 1) was reacted with 2-methyl-4-nitrophenyl isothiocyanate according to Method C1a to give 2-(2-methyl-4-nitrophenylimino)-1,3-thiazolidine, which was reacted with 3-(chloromethyl)-6,6-dimethylbicyclo[3.1.1]hept-2-ene according to Method D2a to give 2-(4-nitrophenylimino)-3-((6,6-dimethylbicyclo[3.1.1]hept-2-en-3-yl)methyl)-1,3-thiazolidine.